This data is from the Open Reaction Database (ORD), a public repository of structured organic reaction records. The task is: describe an organic reaction: reactants, conditions, products, and yield The reactants are C(C)(=O)[O-].[Ce+3].C(C)(=O)[O-].C(C)(=O)[O-] (cerium acetate). Reagents/catalysts: C(C)(=O)[O-].[Mn+2].C(C)(=O)[O-] (manganese acetate). Product: glycol, CC(=O)[O-] (monoacetate), CC(=O)CC(=O)O (diacetate). As a reaction SMILES: [C:1]([O-:4])(=[O:3])[CH3:2].[Ce+3].[C:6]([O-:9])(=[O:8])[CH3:7].[C:10]([O-])(=[O:12])[CH3:11]>C([O-])(=O)C.[Mn+2].C([O-])(=O)C>[CH3:2][C:1]([O-:4])=[O:3].[CH3:11][C:10]([CH2:7][C:6]([OH:9])=[O:8])=[O:12] |f:0.1.2.3,4.5.6|. Reported procedure: Example 4 was repeated, but replacing the cerium acetate with an equimolar quantity of manganese acetate. After 3 hours there were obtained 0.69 moles of glycol, 0.37 moles of monoacetate and 0.04 moles of diacetate. The percentage of glycol amounted to 63% while the productivity amounted to 32.5 g/h/lt. The reactants are O=C([O-])[O-], COC(=O)c1cccc(I)c1C(=O)OC, Cc1ccccc1, Nc1ccc(C2CCCCC2)cc1, ClCCl, [Cs+], [Cs+], O=C(C=Cc1ccccc1)C=Cc1ccccc1, O=C(C=Cc1ccccc1)C=Cc1ccccc1, O=C(C=Cc1ccccc1)C=Cc1ccccc1, [Pd], [Pd]. The product is COC(=O)c1cccc(Nc2ccc(C3CCCCC3)cc2)c1C(=O)OC. RXN SMILES: [C:29](=[O:30])([O-:31])[O-:32].[CH3:1][O:2][C:3]([c:4]1[c:5]([C:6](=[O:7])[O:8][CH3:9])[c:10]([I:14])[cH:11][cH:12][cH:13]1)=[O:15].[CH3:35][c:36]1[cH:37][cH:38][cH:39][cH:40][cH:41]1.[CH:16]1([c:22]2[cH:23][cH:24][c:25]([NH2:26])[cH:27][cH:28]2)[CH2:17][CH2:18][CH2:19][CH2:20][CH2:21]1.[Cl:42][CH2:43][Cl:44].[Cs+:33].[Cs+:34].[O:47]=[C:48]([CH:49]=[CH:50][c:51]1[cH:52][cH:53][cH:54][cH:55][cH:56]1)[CH:57]=[CH:58][c:59]1[cH:60][cH:61][cH:62][cH:63][cH:64]1.[O:65]=[C:66]([CH:67]=[CH:68][c:69]1[cH:70][cH:71][cH:72][cH:73][cH:74]1)[CH:75]=[CH:76][c:77]1[cH:78][cH:79][cH:80][cH:81][cH:82]1.[O:83]=[C:84]([CH:85]=[CH:86][c:87]1[cH:88][cH:89][cH:90][cH:91][cH:92]1)[CH:93]=[CH:94][c:95]1[cH:96][cH:97][cH:98][cH:99][cH:100]1.[Pd:45].[Pd:46]>>[CH3:1][O:2][C:3]([c:4]1[c:5]([C:6](=[O:7])[O:8][CH3:9])[c:10]([NH:26][c:25]2[cH:24][cH:23][c:22]([CH:16]3[CH2:17][CH2:18][CH2:19][CH2:20][CH2:21]3)[cH:28][cH:27]2)[cH:11][cH:12][cH:13]1)=[O:15]. Starting materials: [N+](=O)([O-])C=1C=C2C(C(=O)NC2=O)=CC1 (4-nitrophthalimide), [OH-].[NH4+] (ammonium hydroxide), ( 6 ). The solvent is O (water). The product is [N+](=O)([O-])C=1C=C(C(C(=O)N)=CC1)C(=O)N (4-nitrophthalamide). As a reaction SMILES: [N+:1]([C:4]1[CH:5]=[C:6]2[C:11](=[O:12])[NH:10][C:8](=[O:9])[C:7]2=[CH:13][CH:14]=1)([O-:3])=[O:2].[OH-].[NH4+:16]>O>[N+:1]([C:4]1[CH:5]=[C:6]([C:11]([NH2:10])=[O:12])[C:7](=[CH:13][CH:14]=1)[C:8]([NH2:16])=[O:9])([O-:3])=[O:2] |f:1.2|. Procedure details: Commercial 4-nitrophthalimide (500 g; 2.60 moles; mp 196°-200° C) is added quickly to a stirred solution of 15.6 N ammonium hydroxide (3500 ml). With continued stirring, external heating (water bath, 45° C) is applied until frothing ceases (1 hour). The resulting precipitate is collected, washed with ice water (2 × 400ml) then recrystallized with acetone (2 × 400 ml) and dried to yield 440 g of I as pale yellow crystals; yield, 81%, mp 200°-202° C; lit (6) mp 200° C. The reactants are N1CCNCC1 (piperazine), [Br-].[Li+] (lithium bromide), BrC=1C=C(C=C(C1OC)Br)C(=S)N1C2=C(OCC1)C=CN=C2 ((3,5-dibromo-4-methoxy-phenyl)-(2,3-dihydro-pyrido[4,3-b][1,4]oxazin-4-yl)-methanethione). Run in CN(C=O)C (N,N-dimethyl formamide). Reaction conditions: time 15 hour. The product is BrC=1C=C(C=C(C1O)Br)C(=S)N1C2=C(OCC1)C=CN=C2 ((3,5-dibromo-4-hydroxy-phenyl)-(2,3-dihydro-pyrido[4,3-b][1,4]oxazin-4-yl)-methanethione). The yield is 105.7%. Reaction SMILES: [Br:1][C:2]1[CH:3]=[C:4]([C:11]([N:13]2[CH2:18][CH2:17][O:16][C:15]3[CH:19]=[CH:20][N:21]=[CH:22][C:14]2=3)=[S:12])[CH:5]=[C:6]([Br:10])[C:7]=1[O:8]C.N1CCNCC1.[Br-].[Li+]>CN(C)C=O>[Br:1][C:2]1[CH:3]=[C:4]([C:11]([N:13]2[CH2:18][CH2:17][O:16][C:15]3[CH:19]=[CH:20][N:21]=[CH:22][C:14]2=3)=[S:12])[CH:5]=[C:6]([Br:10])[C:7]=1[OH:8] |f:2.3|. Procedure details: In a 25 ml flask, (3,5-dibromo-4-methoxy-phenyl)-(2,3-dihydro-pyrido[4,3-b][1,4]oxazin-4-yl)-methanethione (100 mg, 0.22 mmol) was dissolved in N,N-dimethyl formamide, and piperazine (28.4 mg, 1.5 equivalents) and lithium bromide (76.4 mg, 4 equivalents) were added thereto and then stirred at 1000 for 15 hours. N,N-dimethyl formamide was removed under reduced pressure and water was added the residue. The mixture in suspension was adjusted to pH 6 to 7 by using 1N hydrochloric acid and stirred fo... Reactants: CCOCC, COC(CC1CCCCC1)OC, Cl, C1CCOC1. Yields the product O=CCC1CCCCC1. As a reaction SMILES: [CH3:19][CH2:20][O:21][CH2:22][CH3:23].[CH3:1][O:2][CH:3]([CH2:4][CH:5]1[CH2:6][CH2:7][CH2:8][CH2:9][CH2:10]1)[O:11][CH3:12].[ClH:13].[O:14]1[CH2:15][CH2:16][CH2:17][CH2:18]1>>[O:2]=[CH:3][CH2:4][CH:5]1[CH2:6][CH2:7][CH2:8][CH2:9][CH2:10]1.